From a dataset of the Open Reaction Database (ORD), a public repository of structured organic reaction records. describe an organic reaction: reactants, conditions, products, and yield As a reaction SMILES: [CH2:1]([S:5][C:6]1[N:10]=[CH:9][NH:8][N:7]=1)[CH2:2][CH2:3][CH3:4].[CH2:11]([N:14]([CH2:18][CH:19]=[CH2:20])[C:15](Cl)=[O:16])[CH:12]=[CH2:13].O1CCCC1>C(N(CC)CC)C>[CH2:11]([N:14]([CH2:18][CH:19]=[CH2:20])[C:15]([N:8]1[CH:9]=[N:10][C:6]([S:5][CH2:1][CH2:2][CH2:3][CH3:4])=[N:7]1)=[O:16])[CH:12]=[CH2:13]. Reactants: C(CCC)SC1=NNC=N1 (3-n-butylthio-1,2,4-triazole), C(C=C)N(C(=O)Cl)CC=C (diallylcarbamoyl chloride), O1CCCC1 (tetrahydrofuran). The solvent is C(C)N(CC)CC (triethylamine). The product is C(C=C)N(C(=O)N1N=C(N=C1)SCCCC)CC=C (1-diallylcarbamoyl-3-n-butylthio-1,2,4-triazole). Procedure details: A mixture of 6.3 g. 3-n-butylthio-1,2,4-triazole, 6.8 g. diallylcarbamoyl chloride, 25 ml. tetrahydrofuran and 8 ml. dry triethylamine was refluxed under anhydrous conditions for 4 hours. The reaction mixture was worked up as described in Example 1 to produce an oil which was distilled under reduced pressure to give 1-diallylcarbamoyl-3-n-butylthio-1,2,4-triazole, b.p. 157° C./0.6 mm. (95.0% 1-isomer by GLC assay). Elemental analysis satisfactory. Reactants: ClC1=NC(=C2N=CNC2=N1)N1CCC2=CC=C(C=C12)C(F)(F)F (2-chloro-6-[2,3-dihydro-6-(trifluoromethyl)-1H-indol-1-yl]-9H-purine), N[C@@H]1CC[C@H](CC1)N (trans-1,4-diaminocyclohexane). Conditions: temperature 140 celsius. The product is FC(C1=CC=C2CCN(C2=C1)C1=C2N=CNC2=NC(=N1)N[C@@H]1CC[C@H](CC1)N)(F)F (Trans-N-[6-[2,3-dihydro-6-(trifluoromethyl)-1H-indol-1-yl]-9H-purin-2-yl]-1,4-cyclohexanediamine). The yield is 65.8%. As a reaction SMILES: Cl[C:2]1[N:10]=[C:9]2[C:5]([N:6]=[CH:7][NH:8]2)=[C:4]([N:11]2[C:19]3[C:14](=[CH:15][CH:16]=[C:17]([C:20]([F:23])([F:22])[F:21])[CH:18]=3)[CH2:13][CH2:12]2)[N:3]=1.[NH2:24][C@H:25]1[CH2:30][CH2:29][C@H:28]([NH2:31])[CH2:27][CH2:26]1>>[F:21][C:20]([F:23])([F:22])[C:17]1[CH:18]=[C:19]2[C:14]([CH2:13][CH2:12][N:11]2[C:4]2[N:3]=[C:2]([NH:24][C@H:25]3[CH2:30][CH2:29][C@H:28]([NH2:31])[CH2:27][CH2:26]3)[N:10]=[C:9]3[C:5]=2[N:6]=[CH:7][NH:8]3)=[CH:15][CH:16]=1. Reported procedure: 340 mg of product obtained in stage 1 above are mixed with 800 mg of trans-1,4-diaminocyclohexane, and the mixture is then heated at 140° C. for approximately 8 hours. The mixture is allowed. to return to ambient temperature. Purification is carried out by chromatography on silica with a CH2Cl2-MeOH—NH4OH: 85-15-1.5 mixture for eluent. 275 mg of product are obtained and a paste is formed in HCl/ethanol: 50-50. Partial drying and drying under vacuum at 50° C. are carried out. 244 mg of expected p... Starting materials: C(#C)C1CCCC1 (ethynylcyclopentane), BrC=1C=C(C=CC1)C(CCNC(OC(C)(C)C)=O)O (tert-butyl 3-(3-bromophenyl)-3-hydroxypropylcarbamate). Yields the product C1(CCCC1)C#CC=1C=C(C=CC1)C(CCNC(OC(C)(C)C)=O)O (tert-butyl 3-(3-(cyclopentylethynyl)phenyl)-3-hydroxypropylcarbamate). RXN SMILES: [C:1]([CH:3]1[CH2:7][CH2:6][CH2:5][CH2:4]1)#[CH:2].Br[C:9]1[CH:10]=[C:11]([CH:15]([OH:26])[CH2:16][CH2:17][NH:18][C:19](=[O:25])[O:20][C:21]([CH3:24])([CH3:23])[CH3:22])[CH:12]=[CH:13][CH:14]=1>>[CH:3]1([C:1]#[C:2][C:9]2[CH:10]=[C:11]([CH:15]([OH:26])[CH2:16][CH2:17][NH:18][C:19](=[O:25])[O:20][C:21]([CH3:22])([CH3:24])[CH3:23])[CH:12]=[CH:13][CH:14]=2)[CH2:7][CH2:6][CH2:5][CH2:4]1. Procedure: Coupling of ethynylcyclopentane (40) with tert-butyl 3-(3-bromophenyl)-3-hydroxypropylcarbamate (39) following the method used in the synthesis of Example 13 gave tert-butyl 3-(3-(cyclopentylethynyl)phenyl)-3-hydroxypropylcarbamate (41) as a brown oil. Yield (0.386 g, 92%).